Dataset: the Open Reaction Database (ORD), a public repository of structured organic reaction records. Task: describe an organic reaction: reactants, conditions, products, and yield Reactants: O (water), FC(CCCOC1=CC=C(C=C1)C1=NNC(O1)=O)(F)F (5-[4-(4,4,4-trifluorobutoxy)phenyl]-1,3,4-oxadiazol-2(3H)-one), COCCCl (2-chloroethyl methyl ether), C([O-])([O-])=O.[K+].[K+] (potassium carbonate). The solvent is CN(C=O)C (dimethylformamide). Reaction conditions: temperature 100 celsius. Product: FC(CCCOC1=CC=C(C=C1)C1=NN(C(O1)=O)CCOC)(F)F (5-[4-(4,4,4-trifluorobutoxy)phenyl]-3-methoxyethyl-1,3,4-oxadiazol-2(3H)-one). Isolated yield 83.2%. As a reaction SMILES: [F:1][C:2]([F:20])([F:19])[CH2:3][CH2:4][CH2:5][O:6][C:7]1[CH:12]=[CH:11][C:10]([C:13]2[O:17][C:16](=[O:18])[NH:15][N:14]=2)=[CH:9][CH:8]=1.[CH3:21][O:22][CH2:23][CH2:24]Cl.C(=O)([O-])[O-].[K+].[K+].O>CN(C)C=O>[F:20][C:2]([F:1])([F:19])[CH2:3][CH2:4][CH2:5][O:6][C:7]1[CH:12]=[CH:11][C:10]([C:13]2[O:17][C:16](=[O:18])[N:15]([CH2:24][CH2:23][O:22][CH3:21])[N:14]=2)=[CH:9][CH:8]=1 |f:2.3.4|. Procedure details: 1.8 g of 5-[4-(4,4,4-trifluorobutoxy)phenyl]-1,3,4-oxadiazol-2(3H)-one, 0.77 g of 2-chloroethyl methyl ether and a solution of 2.15 g of potassium carbonate in 20 ml of dimethylformamide are introduced into a 25 ml three-necked flask. The mixture is heated to 100° C. for 1 h 45 min and is then cooled and poured into 100 ml of water. The precipitate formed is drained, washed with 3 times 50 ml of water and then dissolved in ethyl acetate. The solution is dried over sodium sulphate and filtered, a... The reactants are CCCCCCCCCCCCCCCCOCC(COCc1cccc(CBr)c1)OC, Cc1ccccc1, c1c[nH]cn1. Product: CCCCCCCCCCCCCCCCOCC(COCc1cccc(Cn2ccnc2)c1)OC. As a reaction SMILES: [Br:1][CH2:2][c:3]1[cH:4][c:5]([CH2:9][O:10][CH2:11][CH:12]([CH2:13][O:14][CH2:15][CH2:16][CH2:17][CH2:18][CH2:19][CH2:20][CH2:21][CH2:22][CH2:23][CH2:24][CH2:25][CH2:26][CH2:27][CH2:28][CH2:29][CH3:30])[O:31][CH3:32])[cH:6][cH:7][cH:8]1.[CH3:38][c:39]1[cH:40][cH:41][cH:42][cH:43][cH:44]1.[nH:33]1[cH:34][n:35][cH:36][cH:37]1>>[CH2:2]([c:3]1[cH:4][c:5]([CH2:9][O:10][CH2:11][CH:12]([CH2:13][O:14][CH2:15][CH2:16][CH2:17][CH2:18][CH2:19][CH2:20][CH2:21][CH2:22][CH2:23][CH2:24][CH2:25][CH2:26][CH2:27][CH2:28][CH2:29][CH3:30])[O:31][CH3:32])[cH:6][cH:7][cH:8]1)[n:33]1[cH:34][n:35][cH:36][cH:37]1. The reactants are CN(C)C1=CC=C(C=C1)C(=C2C=CC(=[N+](C)C)C=C2)C3=CC=CC=C3.[Cl-] (malachite green), S(O)(O)(=O)=O (sulfuric acid). The product is CN(C1=CC=C(C(=O)C2=CC=CC=C2)C=C1)C (4-(dimethylamino)-benzophenone). Reaction SMILES: [CH3:1][N:2]([C:4]1[CH:9]=[CH:8][C:7]([C:10](C2C=CC=CC=2)=[C:11]2[CH:19]=[CH:18][C:14](=[N+](C)C)[CH:13]=[CH:12]2)=[CH:6][CH:5]=1)[CH3:3].[Cl-].S(=O)(=O)(O)[OH:28]>>[CH3:1][N:2]([CH3:3])[C:4]1[CH:9]=[CH:8][C:7]([C:10]([C:11]2[CH:19]=[CH:18][CH:14]=[CH:13][CH:12]=2)=[O:28])=[CH:6][CH:5]=1 |f:0.1|. Procedure details: Doebner, Ann. 217, 257 (1883), discloses the reaction of malachite green with sulfuric acid to give 4-(dimethylamino)-benzophenone. The reactants are NC1=C(CC(C2=CC=C(C=C2)OC)NC)C=CC=C1 (2-amino-α-(4-methoxyphenyl)N-methylphenethylamine), C(C)(OCC)(OCC)OCC (triethyl orthoacetate), C(C)(=O)O (acetic acid). Conditions: temperature 112 celsius, time 8 hour. The product is CC1=NC2=C(CC(N1C)C1=CC=C(C=C1)OC)C=CC=C2 (4,5-dihydro-2,3-dimethyl-4-(4-methoxyphenyl)-3H-1,3-benzodiazepine). RXN SMILES: [NH2:1][C:2]1[CH:19]=[CH:18][CH:17]=[CH:16][C:3]=1[CH2:4][CH:5]([NH:14][CH3:15])[C:6]1[CH:11]=[CH:10]C(OC)=C[CH:7]=1.[C:20]([O:28][CH2:29][CH3:30])(OCC)(OCC)C.[C:31](O)(=O)[CH3:32]>>[CH3:31][C:32]1[N:14]([CH3:15])[CH:5]([C:6]2[CH:7]=[CH:30][C:29]([O:28][CH3:20])=[CH:10][CH:11]=2)[CH2:4][C:3]2[CH:16]=[CH:17][CH:18]=[CH:19][C:2]=2[N:1]=1. Procedure: A stirred solution of 4.10 g of 2-amino-α-(4-methoxyphenyl)N-methylphenethylamine, 16.22 g of triethyl orthoacetate and 5.6 ml of glacial acetic acid is held under reflux (bath temperature 112° C.) for 2 hours. After standing overnight at ambient temperature the solution is concentrated in vacuo (pump) at 90° C. on a rotary evaporator. An ethereal solution of the residual oil is washed with 5% hydrochloric acid. The aqueous phase is made alkaline with 50% sodium hydroxide solution and the mixtur... Reactants: [F-].[F-].[F-].C(C)N(CC)S(=O)([O-])[O-] (diethylaminosulfite trifluoride), ClC=1C2=C(N=CN1)C(CC2)O (4-chloro-7-hydroxy-5,6-dihydro-7H-cyclopenta[d]pyrimidine). The solvent is C(Cl)(Cl)Cl (chloroform). Run at time 10 minute. The product is ClC=1C2=C(N=CN1)C(CC2)F (4-chloro-7-fluoro-5,6-dihydro-7H-cyclopenta[d]pyrimidine). As a reaction SMILES: [F-:1].[F-].[F-].C(N(S([O-])([O-])=O)CC)C.[Cl:13][C:14]1[C:15]2[CH2:22][CH2:21][CH:20](O)[C:16]=2[N:17]=[CH:18][N:19]=1>C(Cl)(Cl)Cl>[Cl:13][C:14]1[C:15]2[CH2:22][CH2:21][CH:20]([F:1])[C:16]=2[N:17]=[CH:18][N:19]=1 |f:0.1.2.3|. Procedure details: Under ice cooling, 3.9 ml of diethylaminosulfite trifluoride (DAST) was added dropwise to 5.00 g of 4-chloro-7-hydroxy-5,6-dihydro-7H-cyclopenta[d]pyrimidine obtained above dissolved in 40 ml of chloroform, and the mixture was stirred at the same temperature for 10 minutes. After the solvent was removed under reduced pressure, water was added to the mixture, and the mixture was extracted with ethyl acetate. The extract was dried over anhydrous sodium sulfate and condensed. The obtained residue w... Starting materials: C1(CC1)N1N=CC=C1 (1-cyclopropyl-1H-pyrazole), BrBr (Br2). Solvent: [O-]S(=O)(=S)[O-].[Na+].[Na+] (Na2S2O3), C(=O)(O)[O-].[Na+] (NaHCO3), C(Cl)(Cl)Cl (CHCl3). Conditions: time 1 hour. The product is BrC=1C=NN(C1)C1CC1 (4-bromo-1-cyclopropyl-1H-pyrazole). As a reaction SMILES: [CH:1]1([N:4]2[CH:8]=[CH:7][CH:6]=[N:5]2)[CH2:3][CH2:2]1.[Br:9]Br>C(Cl)(Cl)Cl.[O-]S([O-])(=S)=O.[Na+].[Na+].C([O-])(O)=O.[Na+]>[Br:9][C:7]1[CH:6]=[N:5][N:4]([CH:1]2[CH2:3][CH2:2]2)[CH:8]=1 |f:3.4.5,6.7|. Procedure: To a solution of crude 1-cyclopropyl-1H-pyrazole (108 mg, 1.00 mmol) in CHCl3 (4 mL) at room temperature was added Br2 (51 uL, 1.0 mmol) via syringe. The orange solution was stirred for 1 h. The reaction was diluted with saturated aqueous Na2S2O3 (3 mL) and saturated aqueous NaHCO3 (3 mL). The mixture was extracted with CH2Cl2 (3×5 mL). The combined organic layers were dried over Na2SO4 and concentrated on a rotary evaporator without heating the sample to give 4-bromo-1-cyclopropyl-1H-pyrazole a...